This data is from the Open Reaction Database (ORD), a public repository of structured organic reaction records. The task is: describe an organic reaction: reactants, conditions, products, and yield The reactants are Cl (hydrochloric acid), [H-].[Na+] (sodium hydride), ClC1=NC=C(C=C1Cl)C(F)(F)F (2,3-dichloro-5-(trifluoromethyl)pyridine), C(C)(=O)C1=CC=CC=C1 (acetophenone). Run in C(OC)COC (dimethoxyethane). Reaction conditions: time 45 minute. The product is ClC=1C(=NC=C(C1)C(F)(F)F)CC(=O)C1=CC=CC=C1 (2-[3-chloro-5-(trifluoromethyl)-2-pyridinyl]-1-phenylethanone). RXN SMILES: [H-].[Na+].[C:3]([C:6]1[CH:11]=[CH:10][CH:9]=[CH:8][CH:7]=1)(=[O:5])[CH3:4].Cl[C:13]1[C:18]([Cl:19])=[CH:17][C:16]([C:20]([F:23])([F:22])[F:21])=[CH:15][N:14]=1.Cl>C(COC)OC>[Cl:19][C:18]1[C:13]([CH2:4][C:3]([C:6]2[CH:11]=[CH:10][CH:9]=[CH:8][CH:7]=2)=[O:5])=[N:14][CH:15]=[C:16]([C:20]([F:22])([F:21])[F:23])[CH:17]=1 |f:0.1|. Reported procedure: To a suspension of 2.6 g (0.065 mol) of sodium hydride 60% in dimethoxyethane at room temperature is added 3.4 mL (0.029 mol) of acetophenone. After 45 min., 5.55 mL (0.038 mol) of 2,3-dichloro-5-(trifluoromethyl)pyridine is added. After 25 min., the reaction mixture is poured over 100 mL of hydrochloric acid 1N, extracted twice with 100 mL of ethyl acetate. The reactants are C1(CCC(CC1)C(=O)OC)C(=O)OC (dimethyl 1, 4-cyclohexane-dicarboxylate), [OH-].[K+] (potassium hydroxide). Solvent: CO (methanol), CO (methanol). The product is COC(=O)C1CCC(CC1)C(=O)O (4-methoxycarbonylcyclohexanecarboxylic acid). The yield is 33.3%. As a reaction SMILES: [CH:1]1([C:11]([O:13]C)=[O:12])[CH2:6][CH2:5][CH:4]([C:7]([O:9][CH3:10])=[O:8])[CH2:3][CH2:2]1.[OH-].[K+]>CO>[CH3:10][O:9][C:7]([CH:4]1[CH2:5][CH2:6][CH:1]([C:11]([OH:13])=[O:12])[CH2:2][CH2:3]1)=[O:8] |f:1.2|. Procedure: To a stirred solution of dimethyl 1, 4-cyclohexane-dicarboxylate (20 g, Aldrich) in methanol (50 ml) was added a solution of potassium hydroxide (7.3 g) in methanol (75 ml). The reaction mixture was refluxed for 16 hours. After cooling the solvent was removed on a rotary evaporator. The residue was taken up in ether and water and extracted to remove unreacted starting diester. The aqueous layer was acidified with dilute hydrochloric acid and re-extracted with ether. The ether extracts were washe... RXN SMILES: [CH3:1][O:2][c:3]1[n:4][cH:5][cH:6][cH:7][c:8]1[CH2:9][N:10]1[CH2:11][CH2:12][CH:13]([CH2:16][C:17](=[O:18])[c:19]2[s:20][cH:21][cH:22][c:23]2[Br:24])[CH2:14][CH2:15]1.[CH3:35][OH:36].[CH3:43][c:44]1[cH:45][cH:46][cH:47][cH:48][cH:49]1.[Na+:37].[Na+:38].[O-:39][C:40](=[O:41])[O-:42].[OH2:127].[c:25]1([O:31][B:32]([OH:33])[OH:34])[cH:26][cH:27][cH:28][cH:29][cH:30]1.[cH:50]1[cH:51][cH:52][c:53]([P:54]([Pd:55]([P:56]([c:57]2[cH:58][cH:59][cH:60][cH:61][cH:62]2)([c:63]2[cH:64][cH:65][cH:66][cH:67][cH:68]2)[c:69]2[cH:70][cH:71][cH:72][cH:73][cH:74]2)([P:75]([c:76]2[cH:77][cH:78][cH:79][cH:80][cH:81]2)([c:82]2[cH:83][cH:84][cH:85][cH:86][cH:87]2)[c:88]2[cH:89][cH:90][cH:91][cH:92][cH:93]2)[P:94]([c:95]2[cH:96][cH:97][cH:98][cH:99][cH:100]2)([c:101]2[cH:102][cH:103][cH:104][cH:105][cH:106]2)[c:107]2[cH:108][cH:109][cH:110][cH:111][cH:112]2)([c:113]2[cH:114][cH:115][cH:116][cH:117][cH:118]2)[c:119]2[cH:120][cH:121][cH:122][cH:123][cH:124]2)[cH:125][cH:126]1>>[CH3:1][O:2][c:3]1[n:4][cH:5][cH:6][cH:7][c:8]1[CH2:9][N:10]1[CH2:11][CH2:12][CH:13]([CH2:16][C:17](=[O:18])[c:19]2[s:20][cH:21][cH:22][c:23]2-[c:25]2[cH:26][cH:27][cH:28][cH:29][cH:30]2)[CH2:14][CH2:15]1. The product is COc1ncccc1CN1CCC(CC(=O)c2sccc2-c2ccccc2)CC1. The reactants are COc1ncccc1CN1CCC(CC(=O)c2sccc2Br)CC1, CO, Cc1ccccc1, [Na+], [Na+], O=C([O-])[O-], O, OB(O)Oc1ccccc1, c1ccc(P(c2ccccc2)(c2ccccc2)[Pd](P(c2ccccc2)(c2ccccc2)c2ccccc2)(P(c2ccccc2)(c2ccccc2)c2ccccc2)P(c2ccccc2)(c2ccccc2)c2ccccc2)cc1. Starting materials: FC=1C(=NC2=CC=CC(=C2N1)C1=CC=2C(NCCC2N1)=O)C (2-(3-fluoro-2-methylquinoxalin-5-yl)-6,7-dihydro-1H-pyrrolo[3,2-c]pyridin-4(5H)-one), CC(C)N (propan-2-amine). Run at temperature 100 celsius. The product is C(C)(C)NC=1C(=NC2=CC=CC(=C2N1)C1=CC=2C(NCCC2N1)=O)C (2-(3-(isopropylamino)-2-methylquinoxalin-5-yl)-6,7-dihydro-1H-pyrrolo[3,2-c]pyridin-4 (5H)-one). Yield: 47.0%. Reaction SMILES: F[C:2]1[C:3]([CH3:22])=[N:4][C:5]2[C:10]([N:11]=1)=[C:9]([C:12]1[NH:20][C:19]3[CH2:18][CH2:17][NH:16][C:15](=[O:21])[C:14]=3[CH:13]=1)[CH:8]=[CH:7][CH:6]=2.[CH3:23][CH:24]([NH2:26])[CH3:25]>>[CH:24]([NH:26][C:2]1[C:3]([CH3:22])=[N:4][C:5]2[C:10]([N:11]=1)=[C:9]([C:12]1[NH:20][C:19]3[CH2:18][CH2:17][NH:16][C:15](=[O:21])[C:14]=3[CH:13]=1)[CH:8]=[CH:7][CH:6]=2)([CH3:25])[CH3:23]. Procedure: Prepared similarly to that described in Example 131 using 2-(3-fluoro-2-methylquinoxalin-5-yl)-6,7-dihydro-1H-pyrrolo[3,2-c]pyridin-4(5H)-one (Example 126; 45 mg, 0.152 mmol) and propan-2-amine (38.8 μl, 0.456 mmol, Aldrich), heating at 100° C. for 30 min. Purification by silica gel (100% DCM to 3% MeOH/DCM) provided 2-(3-(isopropylamino)-2-methylquinoxalin-5-yl)-6,7-dihydro-1H-pyrrolo[3,2-c]pyridin-4 (5H)-one (47% yield). 1H NMR (400 MHz, DMSO-d6) δ ppm 1.38 (d, J=6.46 Hz, 6H) 2.56 (s, 3H) 2.90... Reactants: C/C=C(/C)\C(=O)O[C@H]1C[C@H]([C@]2(CO[C@@H]3[C@@H]2[C@]1([C@H]([C@]4([C@@H]3O[C@H]5C4=C([C@@H](C5)C=6C=COC6)C)C)CC(=O)OC)C)C)OC(=O)C (Salannin). The reagents and catalysts are [Pd] (palladium on alumina). Solvent: C(C)O (ethanol). Yields the product CCC(C)C(=O)O[C@H]1C[C@H]([C@]2(CO[C@@H]3[C@@H]2[C@]1([C@H]([C@]4([C@@H]3O[C@H]5C4=C([C@@H](C5)C=6C=COC6)C)C)CC(=O)OC)C)C)OC(=O)C (2',3'-dihydrosalannin). Isolated yield 77.4%. RXN SMILES: [CH3:1]/[CH:2]=[C:3](\[C:5]([O:7][C@@H:8]1[C@:16]2([CH3:38])[C@@H:17]([CH2:33][C:34]([O:36][CH3:37])=[O:35])[C@:18]3([CH3:32])[C:22]4=[C:23]([CH3:31])[C@H:24]([C:26]5[CH:27]=[CH:28][O:29][CH:30]=5)[CH2:25][C@H:21]4[O:20][C@@H:19]3[C@H:14]3[C@H:15]2[C@:11]([CH3:39])([CH2:12][O:13]3)[C@H:10]([O:40][C:41]([CH3:43])=[O:42])[CH2:9]1)=[O:6])/[CH3:4]>C(O)C.[Pd]>[CH3:1][CH2:2][CH:3]([C:5]([O:7][C@@H:8]1[C@:16]2([CH3:38])[C@@H:17]([CH2:33][C:34]([O:36][CH3:37])=[O:35])[C@:18]3([CH3:32])[C:22]4=[C:23]([CH3:31])[C@H:24]([C:26]5[CH:27]=[CH:28][O:29][CH:30]=5)[CH2:25][C@H:21]4[O:20][C@@H:19]3[C@H:14]3[C@H:15]2[C@:11]([CH3:39])([CH2:12][O:13]3)[C@H:10]([O:40][C:41]([CH3:43])=[O:42])[CH2:9]1)=[O:6])[CH3:4]. Procedure: Salannin (25 mg., 0.041 mmol) in 0.5 ml of ethanol was stirred with 13 mg of 5% palladium on alumina at 25° C. under hydrogen (5 atm) for 15 min. The reaction mixture was then filtered and evaporated in vacuo. The residue was chromatographed by silica gel preparative HPLC (solvent = isopropanol-n-hexane, 2:23) to afford 2',3'-dihydrosalannin (19 mg): IR max (cm-1) 1735 (s), 1500 (w), 870 (m); 1H-NMR (CDC13) δ 0.95 (t, J =7.4 Hz, 1 H, 4' -Me), 0.96 (t, J =7.4 Hz, 2 H, 4' -Me), 1.23 (d, J =6.5 Hz,... The reactants are O (water), NC1=C(C=CC=C1OC1=C(C=CC=C1)Cl)CC(=O)OCC (ethyl 2-[2-amino-3-(2-chlorophenoxy)phenyl]acetate), CI (methyl iodide), C([O-])([O-])=O.[K+].[K+] (potassium carbonate), CN(C=O)C (dimethylformamide). Conditions: time 17 hour. Yields the product CN(C1=C(C=CC=C1OC1=C(C=CC=C1)Cl)CC(=O)OCC)C (ethyl 2-[2-dimethylamino-3-(2-chlorophenoxy)phenyl]acetate). RXN SMILES: NC1[C:7]([O:8][C:9]2[CH:14]=[CH:13][CH:12]=[CH:11][C:10]=2[Cl:15])=[CH:6][CH:5]=[CH:4][C:3]=1[CH2:16][C:17]([O:19][CH2:20][CH3:21])=[O:18].CI.C(=O)([O-])[O-].[K+].[K+].O.[CH3:31][N:32]([CH3:35])[CH:33]=O>>[CH3:31][N:32]([CH3:35])[C:33]1[C:7]([O:8][C:9]2[CH:14]=[CH:13][CH:12]=[CH:11][C:10]=2[Cl:15])=[CH:6][CH:5]=[CH:4][C:3]=1[CH2:16][C:17]([O:19][CH2:20][CH3:21])=[O:18] |f:2.3.4|. Reported procedure: A mixture of ethyl 2-[2-amino-3-(2-chlorophenoxy)phenyl]acetate (11.8 g), methyl iodide (11.9 g) and potassium carbonate (10.7 g) in dried dimethylformamide (100 ml) was stirred at room temperature for 17 hrs. The reaction mixture was poured into water (400 ml) and extracted with diethyl ether (150 ml×2). The extract was washed with saline, dried over magnesium sulfate and evaporated in vacuo. The oily residue (12.7 g) was subjected to column chromatography on silica gel and eluted with a mixtur... Starting materials: [BH4-], C=C(C)CN(CCO)Cc1ccccc1, C1CCOC1, [Hg], [Na+], [Na+], [OH-], O. The product is CC1(C)CN(Cc2ccccc2)CCO1. RXN SMILES: [BH4-:18].[CH2:1]([c:2]1[cH:3][cH:4][cH:5][cH:6][cH:7]1)[N:8]([CH2:9][CH2:10][OH:11])[CH2:12][C:13](=[CH2:14])[CH3:15].[CH2:21]1[O:22][CH2:23][CH2:24][CH2:25]1.[Hg:26].[Na+:17].[Na+:19].[OH-:16].[OH2:20]>>[CH2:1]([c:2]1[cH:3][cH:4][cH:5][cH:6][cH:7]1)[N:8]1[CH2:9][CH2:10][O:11][C:13]([CH3:14])([CH3:15])[CH2:12]1. The solvent is O1CCCC1 (tetrahydrofuran), O1CCCC1 (tetrahydrofuran). Yields the product C(C)(C)(C)OC(=O)[C@@]1(CN(C(C1)=O)[C@H](C)C1=CC=CC=C1)C=C ((3R)-5-Oxo-1-[(1R)-1-phenylethyl]-3-vinylpyrrolidine-3-carboxylic acid tert-butyl ester). As a reaction SMILES: [CH2:1]([Li])CCC.CCCCCC.[C:12]([O:16][C:17]([C@@:19]1([CH:33]=O)[CH2:23][C:22](=[O:24])[N:21]([C@@H:25]([C:27]2[CH:32]=[CH:31][CH:30]=[CH:29][CH:28]=2)[CH3:26])[CH2:20]1)=[O:18])([CH3:15])([CH3:14])[CH3:13].[Cl-].[NH4+]>[Br-].C[P+](C1C=CC=CC=1)(C1C=CC=CC=1)C1C=CC=CC=1.O1CCCC1>[C:12]([O:16][C:17]([C@@:19]1([CH:33]=[CH2:1])[CH2:23][C:22](=[O:24])[N:21]([C@@H:25]([C:27]2[CH:28]=[CH:29][CH:30]=[CH:31][CH:32]=2)[CH3:26])[CH2:20]1)=[O:18])([CH3:14])([CH3:13])[CH3:15] |f:3.4,5.6|. Starting materials: C(C)(C)(C)OC(=O)[C@@]1(CN(C(C1)=O)[C@H](C)C1=CC=CC=C1)C=O ((3S)-3-formyl-5-oxo-1-[(1R)-1-phenylethyl]pyrrolidine-3-carboxylic acid tert-butyl ester), solution, C(CCC)[Li] (n-butyllithium), CCCCCC (hexane), [Cl-].[NH4+] (ammonium chloride). Conditions: temperature 0 celsius, time 1 hour. Procedure details: Methyltriphenylphosphonium bromide (187.4 mg, 0.52 mmol) was dissolved in tetrahydrofuran. A 2.62 M solution of n-butyllithium in hexane (0.16 mL, 0.42 mmol) was added dropwise in a nitrogen atmosphere at −78° C., and the mixture was stirred for one hour. After heating to 0° C., a solution of (3S)-3-formyl-5-oxo-1-[(1R)-1-phenylethyl]pyrrolidine-3-carboxylic acid tert-butyl ester (111 mg, 0.35 mmol) in tetrahydrofuran was added dropwise, and the mixture was stirred for one hour. A saturated ammo... The reagents and catalysts are [Br-].C[P+](C1=CC=CC=C1)(C1=CC=CC=C1)C1=CC=CC=C1 (Methyltriphenylphosphonium bromide).